This data is from the Open Reaction Database (ORD), a public repository of structured organic reaction records. The task is: describe an organic reaction: reactants, conditions, products, and yield The reactants are O=c1cc(O)nc2sc(SCc3ccccc3)nn12, CC(=O)O, O, O=[N+]([O-])O. The product is O=c1c([N+](=O)[O-])c(O)nc2sc(SCc3ccccc3)nn12. As a reaction SMILES: [CH2:1]([c:2]1[cH:3][cH:4][cH:5][cH:6][cH:7]1)[S:8][c:9]1[n:10][n:11]2[c:12]([n:13][c:14]([OH:18])[cH:15][c:16]2=[O:17])[s:19]1.[CH3:25][C:26](=[O:27])[OH:28].[OH2:24].[OH:20][N+:21]([O-:22])=[O:23]>>[CH2:1]([c:2]1[cH:3][cH:4][cH:5][cH:6][cH:7]1)[S:8][c:9]1[n:10][n:11]2[c:12]([n:13][c:14]([OH:18])[c:15]([N+:21](=[O:20])[O-:22])[c:16]2=[O:17])[s:19]1. Starting materials: CC(C)(C)c1cccc(C=O)c1O, Cc1ccccc1, Nc1ccc(I)cc1, [Na+], O=C([O-])O, Cc1ccc(S(=O)(=O)O)cc1. The product is CC(C)(C)c1cccc(C=Nc2ccc(I)cc2)c1O. RXN SMILES: [C:1]([CH3:2])([CH3:3])([CH3:4])[c:5]1[c:6]([OH:13])[c:7]([CH:8]=[O:9])[cH:10][cH:11][cH:12]1.[CH3:38][c:39]1[cH:40][cH:41][cH:42][cH:43][cH:44]1.[I:14][c:15]1[cH:16][cH:17][c:18]([NH2:19])[cH:20][cH:21]1.[Na+:33].[OH:34][C:35](=[O:36])[O-:37].[c:22]1([CH3:23])[cH:24][cH:25][c:26]([S:27]([OH:28])(=[O:29])=[O:30])[cH:31][cH:32]1>>[C:1]([CH3:2])([CH3:3])([CH3:4])[c:5]1[c:6]([OH:13])[c:7]([CH:8]=[N:19][c:18]2[cH:17][cH:16][c:15]([I:14])[cH:21][cH:20]2)[cH:10][cH:11][cH:12]1. Reactants: FC=1C(=C(C(=O)NOCCO)C=C(C1F)/C=N/OCC(C)(C)O)NC1=C(C=C(C=C1)I)F ((E)-3,4-difluoro-2-(2-fluoro-4-iodophenylamino)-N-(2-hydroxy-ethoxy)-5-[(2-hydroxy-2-methyl-propoxyimino)-methyl]-benzamide), Pd(CH3CN)2Cl2, C1=CC(=CC(=C1)S(=O)(=O)[O-])P(C2=CC(=CC=C2)S(=O)(=O)[O-])C3=CC(=CC=C3)S(=O)(=O)[O-].[Na+].[Na+].[Na+] (triphenylphosphine-3,3′,3″-trisulfonic acid trisodium salt), N(C(C)C)(C(C)C)CC (N(iPr)2Et), C[Si](C)(C)C#C (trimethylsilyl acetylene), [F-].C(CCC)[N+](CCCC)(CCCC)CCCC (tetrabutylammonium fluoride). Reagents/catalysts: [Cu]I (CuI). The solvent is CCOC(=O)C (EtOAc), CO (MeOH). Conditions: time 1 hour. Product: C(#C)C1=CC(=C(C=C1)NC1=C(C(=O)NOCCO)C=C(C(=C1F)F)/C=N/OCC(C)(C)O)F ((E)-2-(4-Ethynyl-2-fluoro-phenylamino)-3,4-difluoro-N-(2-hydroxy-ethoxy)-5-[(2-hydroxy-2-m ethyl-propoxyimino)-methyl]-benzamide). Isolated yield 574.9%. As a reaction SMILES: [F:1][C:2]1[C:3]([NH:24][C:25]2[CH:30]=[CH:29][C:28](I)=[CH:27][C:26]=2[F:32])=[C:4]([CH:12]=[C:13](/[CH:16]=[N:17]/[O:18][CH2:19][C:20]([OH:23])([CH3:22])[CH3:21])[C:14]=1[F:15])[C:5]([NH:7][O:8][CH2:9][CH2:10][OH:11])=[O:6].[CH:33]1C=C(S([O-])(=O)=O)C=C(P(C2C=CC=C(S([O-])(=O)=O)C=2)C2C=CC=C(S([O-])(=O)=O)C=2)[CH:34]=1.[Na+].[Na+].[Na+].N(CC)(C(C)C)C(C)C.C[Si](C#C)(C)C.[F-].C([N+](CCCC)(CCCC)CCCC)CCC>CO.[Cu]I.CCOC(C)=O>[C:33]([C:28]1[CH:29]=[CH:30][C:25]([NH:24][C:3]2[C:2]([F:1])=[C:14]([F:15])[C:13](/[CH:16]=[N:17]/[O:18][CH2:19][C:20]([OH:23])([CH3:22])[CH3:21])=[CH:12][C:4]=2[C:5]([NH:7][O:8][CH2:9][CH2:10][OH:11])=[O:6])=[C:26]([F:32])[CH:27]=1)#[CH:34] |f:1.2.3.4,7.8|. Procedure details: (E)-3,4-difluoro-2-(2-fluoro-4-iodophenylamino)-N-(2-hydroxy-ethoxy)-5-[(2-hydroxy-2-methyl-propoxyimino)-methyl]-benzamide (200 mg, 0.35 mmol), Pd(CH3CN)2Cl2 (4.5 mg, 0.0176 mmol), triphenylphosphine-3,3′,3″-trisulfonic acid trisodium salt (25.0 mg, 0.037 mmol), N(iPr)2Et (48.0 mg, 0.37 mmol), trimethylsilyl acetylene (172 mg, 1.76 mmol), and CuI (3.4 mg, 0.0176 mmol) were stirred in MeOH at room temperature for 1 hour, and the solvent was evaporated. The resultant residue was added to THF/H2O ... Reactants: IC=1C=CC=2N(C1)C(=C(N2)C(=O)NN)C (6-iodo-3-methylimidazo[1,2-a]pyridine-2-carbohydrazide), C(C)(OCC)(OCC)OCC (triethyl orthoacetate). Run in CC(=O)O (AcOH). Product: IC=1C=CC=2N(C1)C(=C(N2)C=2OC(=NN2)C)C (6-Iodo-3-methyl-2-(5-methyl-1,3,4-oxadiazol-2-yl)imidazo[1,2-a]pyridine). As a reaction SMILES: [I:1][C:2]1[CH:3]=[CH:4][C:5]2[N:6]([C:8]([CH3:15])=[C:9]([C:11]([NH:13][NH2:14])=[O:12])[N:10]=2)[CH:7]=1.[C:16](OCC)(OCC)(OCC)[CH3:17]>CC(O)=O>[I:1][C:2]1[CH:3]=[CH:4][C:5]2[N:6]([C:8]([CH3:15])=[C:9]([C:11]3[O:12][C:16]([CH3:17])=[N:14][N:13]=3)[N:10]=2)[CH:7]=1. Reported procedure: To a stirred solution of 6-iodo-3-methylimidazo[1,2-a]pyridine-2-carbohydrazide (200 mg) in AcOH (0.5 ml) was added triethyl orthoacetate (2 ml) at room temperature, and the reaction mixture was heated at reflux for 4 h. The mixture was then cooled to room temperature, and the reaction mixture was concentrated in vacuo. The residue was diluted with EtOAc, and the EtOAc layer was washed with water and brine, dried over Na2SO4 and concentrated in vacuo. The residue was purified by silica gel colum... The reactants are BrC1C(C2=CC=C(C=C2C1=O)O)=O (2-bromo-5-hydroxyindan-1,3-dione), CS(=O)C (dimethyl sulphoxide), Cl (hydrochloric acid). Conditions: time 30 minute. Product: O.OC=1C=C2C(C(C(C2=CC1)=O)=O)=O (5-hydroxyindan-1,2,3-trione, monohydrate). Reaction SMILES: Br[CH:2]1[C:10](=[O:11])[C:9]2[C:4](=[CH:5][CH:6]=[C:7]([OH:12])[CH:8]=2)[C:3]1=[O:13].Cl.CS(C)=[O:17]>>[OH2:11].[OH:12][C:7]1[CH:8]=[C:9]2[C:4](=[CH:5][CH:6]=1)[C:3](=[O:13])[C:2](=[O:17])[C:10]2=[O:11] |f:3.4|. Procedure details: A solution of 0.01 mol of 2-bromo-5-hydroxyindan-1,3-dione in 10 ml dimethyl sulphoxide was heated to 80° C. for 30 minutes. 50 ml of a 1N hydrochloric acid solution was added, after which heating was continued for 30 minutes. The oily suspension obtained after cooling was extracted with ethyl ether. The organic phase was washed in water and dried over magnesium sulphate.